The task is: describe an organic reaction: reactants, conditions, products, and yield. This data is from the Open Reaction Database (ORD), a public repository of structured organic reaction records. Product: CC1N=C(c2ccccc2F)c2cc(C#N)ccc2NC1=O. Reactants: CN(C)C=O, N#C[Cu], CC1N=C(c2ccccc2F)c2cc(I)ccc2NC1=O, O. As a reaction SMILES: [CH3:26][N:27]([CH3:28])[CH:29]=[O:30].[Cu:22][C:23]#[N:24].[F:1][c:2]1[c:3]([C:8]2=[N:9][CH:10]([CH3:21])[C:11](=[O:20])[NH:12][c:13]3[c:14]2[cH:15][c:16]([I:19])[cH:17][cH:18]3)[cH:4][cH:5][cH:6][cH:7]1.[OH2:25]>>[F:1][c:2]1[c:3]([C:8]2=[N:9][CH:10]([CH3:21])[C:11](=[O:20])[NH:12][c:13]3[c:14]2[cH:15][c:16]([C:23]#[N:24])[cH:17][cH:18]3)[cH:4][cH:5][cH:6][cH:7]1. Reactants: CN1N=C(C=2N=C(NC(C21)=O)CC2=CC(=CC=C2)[N+](=O)[O-])CCC (1-Methyl-5-(3-nitrobenzyl)-3-propyl-6,7-dihydro-1H-pyrazolo[4,3-d]pyrimidin-7-one). The reagents and catalysts are [Pd] (Palladium on charcoal). Run in industrial methylated spirit. Reaction conditions: time 3 hour. Product: NC=1C=C(CC=2NC(C3=C(N2)C(=NN3C)CCC)=O)C=CC1 (5-(3-aminobenzyl)-1-methyl-3-propyl-6,7-dihydro-1H-pyrazolo[4,3-d]pyrimidin-7-one). RXN SMILES: [CH3:1][N:2]1[C:10]2[C:9](=[O:11])[NH:8][C:7]([CH2:12][C:13]3[CH:18]=[CH:17][CH:16]=[C:15]([N+:19]([O-])=O)[CH:14]=3)=[N:6][C:5]=2[C:4]([CH2:22][CH2:23][CH3:24])=[N:3]1>[Pd]>[NH2:19][C:15]1[CH:14]=[C:13]([CH:18]=[CH:17][CH:16]=1)[CH2:12][C:7]1[NH:8][C:9](=[O:11])[C:10]2[N:2]([CH3:1])[N:3]=[C:4]([CH2:22][CH2:23][CH3:24])[C:5]=2[N:6]=1. Procedure details: 1-Methyl-5-(3-nitrobenzyl)-3-propyl-6,7-dihydro-1H-pyrazolo[4,3-d]pyrimidin-7-one (5.92 g, 0.019 mol) was suspended in industrial methylated spirit (300 ml). Palladium on charcoal (10%, 610 mg) was added and the resulting mixture was hydrogenated at 50 p.s.i and room temperature for 3 hours. The reactants are crude residue, C(CC)P1(OP(OP(O1)(CCC)=O)(CCC)=O)=O (2,4,6-tripropyl-1,3,5,2,4,6-trioxatriphosphinane 2,4,6-trioxide), CCN(C(C)C)C(C)C (DIPEA), CC1(NC(N(C1=O)CC(F)(F)F)=O)CC(=O)O (2-(4-Methyl-2,5-dioxo-1-(2,2,2-trifluoroethyl)imidazolidin-4-yl)acetic acid), C1(=CC=CC=C1)C1=CC2=C(N=C(S2)CC(=O)NN)C=C1 (2-(6-phenylbenzo[d]thiazol-2-yl)acetohydrazide), C(CC)P1(OP(OP(O1)(CCC)=O)(CCC)=O)=O (2,4,6-tripropyl-1,3,5,2,4,6-trioxatriphosphinane 2,4,6-trioxide), CCN(C(C)C)C(C)C (DIPEA). Run in C(Cl)Cl (DCM), C(Cl)Cl (DCM), O1CCOCC1 (dioxane). Conditions: temperature 90 celsius, time 3 hour. Yields the product CC1(C(NC(N1)=O)=O)CC=1OC(=NN1)CC=1SC2=C(N1)C=CC(=C2)C2=CC=CC=C2 (racemic 5-methyl-5-((5-((6-phenylbenzo[d]thiazol-2-yl)methyl)-1,3,4-oxadiazol-2-yl)methyl)imidazolidine-2,4-dione). The yield is 84.7%. As a reaction SMILES: [CH3:1][C:2]1([CH2:14][C:15]([OH:17])=O)[C:6](=[O:7])[N:5](CC(F)(F)F)[C:4](=[O:13])[NH:3]1.[C:18]1([C:24]2[CH:37]=[CH:36][C:27]3[N:28]=[C:29]([CH2:31][C:32]([NH:34][NH2:35])=O)[S:30][C:26]=3[CH:25]=2)[CH:23]=[CH:22][CH:21]=[CH:20][CH:19]=1.C(P1(=O)OP(=O)(CCC)OP(=O)(CCC)O1)CC.CCN(C(C)C)C(C)C>O1CCOCC1.C(Cl)Cl>[CH3:1][C:2]1([CH2:14][C:15]2[O:17][C:32]([CH2:31][C:29]3[S:30][C:26]4[CH:25]=[C:24]([C:18]5[CH:23]=[CH:22][CH:21]=[CH:20][CH:19]=5)[CH:37]=[CH:36][C:27]=4[N:28]=3)=[N:34][N:35]=2)[NH:3][C:4](=[O:13])[NH:5][C:6]1=[O:7]. Reported procedure: To a solution of Compound 31b (613 mg, 2.22 mmol) in dioxane (10 mL) was added 2-(6-phenylbenzo[d]thiazol-2-yl)acetohydrazide (723 mg, 2.22 mmol), (described in WO 2011/074560), 2,4,6-tripropyl-1,3,5,2,4,6-trioxatriphosphinane 2,4,6-trioxide (3.30 mL, 5.55 mmol) and DIPEA (1.0 mL, 5.55 mmol). The reaction mixture was stirred at 90° C. for 3 h. 2,4,6-tripropyl-1,3,5,2,4,6-trioxatriphosphinane 2,4,6-trioxide (50% in EtOAc) (3.30 mL, 5.55 mmol) and DIPEA (1.0 mL, 5.55 mmol) were added. The reaction... Starting materials: [N+](=O)([O-])C=1C(=C(C=CC1)N)N (3-nitro-1,2-phenylenediamine), [OH-].[K+] (KOH), aqueous solution, CC(=O)C=O (pyruvic aldehyde), O (water). Run in C(C)O (ethanol). Yields the product CC1=NC2=CC=CC(=C2N=C1)[N+](=O)[O-] (2-methyl-5-nitroquinoxaline). Yield: 67.0%. As a reaction SMILES: [N+:1]([C:4]1[C:5]([NH2:11])=[C:6]([NH2:10])[CH:7]=[CH:8][CH:9]=1)([O-:3])=[O:2].[OH-].[K+].[CH3:14][C:15]([CH:17]=O)=O.O>C(O)C>[CH3:17][C:15]1[CH:14]=[N:11][C:5]2[C:6](=[CH:7][CH:8]=[CH:9][C:4]=2[N+:1]([O-:3])=[O:2])[N:10]=1 |f:1.2|. Reported procedure: To a solution of 3-nitro-1,2-phenylenediamine (2.67 g) and a 2N KOH (8.7 mL) in ethanol (250 mL) was added a 40% aqueous solution of pyruvic aldehyde (17.72 g) at 60° C. The mixture was heated under reflux for 10 minutes, and thereto was added water (150 mL). The mixture was cooled to room temperature, and concentrated under reduced pressure. The precipitated crystals were collected by filtration, washed with cold water, and dried under reduced pressure to give 2-methyl-5-nitroquinoxaline (2.21 ... Reaction SMILES: [C:13]([CH3:14])([CH3:15])([CH3:16])[Si:17]([c:18]1[cH:19][cH:20][cH:21][cH:22][cH:23]1)([c:24]1[cH:25][cH:26][cH:27][cH:28][cH:29]1)[Cl:30].[O:37]=[CH:38][N:39]([CH3:40])[CH3:41].[OH2:36].[OH:1][c:2]1[cH:3][cH:4][c:5]2[c:10]([cH:11]1)[O:9][CH2:8][CH2:7][C:6]2=[O:12].[nH:31]1[cH:32][cH:33][n:34][cH:35]1>>[O:1]([c:2]1[cH:3][cH:4][c:5]2[c:10]([cH:11]1)[O:9][CH2:8][CH2:7][C:6]2=[O:12])[Si:17]([C:13]([CH3:14])([CH3:15])[CH3:16])([c:18]1[cH:19][cH:20][cH:21][cH:22][cH:23]1)[c:24]1[cH:25][cH:26][cH:27][cH:28][cH:29]1. Product: CC(C)(C)[Si](Oc1ccc2c(c1)OCCC2=O)(c1ccccc1)c1ccccc1. Starting materials: CC(C)(C)[Si](Cl)(c1ccccc1)c1ccccc1, CN(C)C=O, O, O=C1CCOc2cc(O)ccc21, c1c[nH]cn1. Starting materials: COCCCc1cc(CN(C(=O)C(CNC(=O)OC(C)(C)C)Cc2ccc(OCCOc3c(Cl)cc(C)cc3Cl)cc2)C2CC2)cc(OCCCS(C)(=O)=O)n1, ClCCl, O=C(OO)c1cccc(Cl)c1. Product: COCCCc1cc(CN(C(=O)C(CNC(=O)OC(C)(C)C)Cc2ccc(OCCOc3c(Cl)cc(C)cc3Cl)cc2)C2CC2)cc(OCCCS(C)(=O)=O)[n+]1[O-]. Reaction SMILES: [CH:1]1([N:4]([C:5]([CH:6]([CH2:7][NH:8][C:9]([O:10][C:11]([CH3:12])([CH3:13])[CH3:14])=[O:15])[CH2:16][c:17]2[cH:18][cH:19][c:20]([O:23][CH2:24][CH2:25][O:26][c:27]3[c:28]([Cl:35])[cH:29][c:30]([CH3:34])[cH:31][c:32]3[Cl:33])[cH:21][cH:22]2)=[O:36])[CH2:37][c:38]2[cH:39][c:40]([CH2:52][CH2:53][CH2:54][O:55][CH3:56])[n:41][c:42]([O:44][CH2:45][CH2:46][CH2:47][S:48](=[O:49])(=[O:50])[CH3:51])[cH:43]2)[CH2:2][CH2:3]1.[Cl:68][CH2:69][Cl:70].[OH:57][O:58][C:59]([c:60]1[cH:61][c:62]([Cl:63])[cH:64][cH:65][cH:66]1)=[O:67]>>[CH:1]1([N:4]([C:5]([CH:6]([CH2:7][NH:8][C:9]([O:10][C:11]([CH3:12])([CH3:13])[CH3:14])=[O:15])[CH2:16][c:17]2[cH:18][cH:19][c:20]([O:23][CH2:24][CH2:25][O:26][c:27]3[c:28]([Cl:35])[cH:29][c:30]([CH3:34])[cH:31][c:32]3[Cl:33])[cH:21][cH:22]2)=[O:36])[CH2:37][c:38]2[cH:39][c:40]([CH2:52][CH2:53][CH2:54][O:55][CH3:56])[n+:41]([O-:57])[c:42]([O:44][CH2:45][CH2:46][CH2:47][S:48](=[O:49])(=[O:50])[CH3:51])[cH:43]2)[CH2:2][CH2:3]1. Starting materials: COC1=CC=C(C=C1)C=C1CSCC(C1=O)=CC1=CC=C(C=C1)OC (tetrahydro-3,5-bis-(4-methoxyphenyl-methylene)-4H-thiopyran-4-one), C(CC)NN (propylhydrazine). The solvent is CO (methanol). Conditions: time 8 hour. The product is COC1=CC=C(C=C1)C1C2=C(N(N1)CCC)C(CSC2)=CC2=CC=C(C=C2)OC (2,4,6,7-Tetrahydro-3-(4-methoxyphenyl)-7-[(4-methoxyphenyl)-methylene]-1-propylthiopyrano[4,3-c]pyrazole). RXN SMILES: [CH3:1][O:2][C:3]1[CH:8]=[CH:7][C:6]([CH:9]=[C:10]2[C:15](=O)[C:14](=[CH:17][C:18]3[CH:23]=[CH:22][C:21]([O:24][CH3:25])=[CH:20][CH:19]=3)[CH2:13][S:12][CH2:11]2)=[CH:5][CH:4]=1.[CH2:26]([NH:29][NH2:30])[CH2:27][CH3:28]>CO>[CH3:1][O:2][C:3]1[CH:8]=[CH:7][C:6]([CH:9]2[NH:30][N:29]([CH2:26][CH2:27][CH3:28])[C:15]3[C:14](=[CH:17][C:18]4[CH:23]=[CH:22][C:21]([O:24][CH3:25])=[CH:20][CH:19]=4)[CH2:13][S:12][CH2:11][C:10]2=3)=[CH:5][CH:4]=1. Procedure details: A mixture of tetrahydro-3,5-bis-(4-methoxyphenyl-methylene)-4H-thiopyran-4-one (6 g, 17 mmole) and propylhydrazine (1.4 g, 19 mmole) in methanol (250 ml) is heated at reflux temperature for 4.5 hours. After the reaction mixture is left at room temperature overnight, yellow solids precipitate out and are collectd by filtration. The crude product is applied to a Al2O3 column (Activity I, neutral). The major product is eluted with 10-20% ethyl acetate/acetic acid. Continued elution with 10-60% CHCl... Starting materials: N1CCOCCOCCOCCOCCOCCOCC1 (1-aza-4,7,10,13,16,19-hexaoxacycloheneicosane), CC(CC(=O)Cl)(C)C (3,3-dimethylbutyryl chloride). The product is CC(CC(=O)N1CCOCCOCCOCCOCCOCCOCC1)(C)C (1-(3,3-Dimethylbutyroyl)-1-aza-4,7,10,13,16,19-hexaoxacycloheneicosane). Reaction SMILES: [NH:1]1[CH2:21][CH2:20][O:19][CH2:18][CH2:17][O:16][CH2:15][CH2:14][O:13][CH2:12][CH2:11][O:10][CH2:9][CH2:8][O:7][CH2:6][CH2:5][O:4][CH2:3][CH2:2]1.[CH3:22][C:23]([CH3:29])([CH3:28])[CH2:24][C:25](Cl)=[O:26]>>[CH3:22][C:23]([CH3:29])([CH3:28])[CH2:24][C:25]([N:1]1[CH2:21][CH2:20][O:19][CH2:18][CH2:17][O:16][CH2:15][CH2:14][O:13][CH2:12][CH2:11][O:10][CH2:9][CH2:8][O:7][CH2:6][CH2:5][O:4][CH2:3][CH2:2]1)=[O:26]. Reported procedure: Analogously to Example 14 from 1-aza-4,7,10,13,16,19-hexaoxacycloheneicosane and 3,3-dimethylbutyryl chloride. Reactants: COc1cc(CCCN2CCCCC2)ccc1N, C[O-], CC(C)O, COc1ccc(-c2nc3ccccn3c2-c2ccnc(Cl)n2)cc1C(=O)Nc1c(F)cccc1F, ClCCl, [Na+], Cc1ccc(S(=O)(=O)O)cc1. Product: COc1cc(CCCN2CCCCC2)ccc1Nc1nccc(-c2c(-c3ccc(OC)c(C(=O)Nc4c(F)cccc4F)c3)nc3ccccn23)n1. RXN SMILES: [CH3:36][O:37][c:38]1[c:39]([NH2:40])[cH:41][cH:42][c:43]([CH2:45][CH2:46][CH2:47][N:48]2[CH2:49][CH2:50][CH2:51][CH2:52][CH2:53]2)[cH:44]1.[CH3:65][O-:66].[CH:71]([OH:72])([CH3:73])[CH3:74].[Cl:1][c:2]1[n:3][cH:4][cH:5][c:6](-[c:8]2[c:9](-[c:17]3[cH:18][cH:19][c:20]([O:34][CH3:35])[c:21]([C:22](=[O:23])[NH:24][c:25]4[c:26]([F:32])[cH:27][cH:28][cH:29][c:30]4[F:31])[cH:33]3)[n:10][c:11]3[n:12]2[cH:13][cH:14][cH:15][cH:16]3)[n:7]1.[Cl:68][CH2:69][Cl:70].[Na+:67].[c:54]1([CH3:55])[cH:56][cH:57][c:58]([S:59]([OH:60])(=[O:61])=[O:62])[cH:63][cH:64]1>>[c:2]1([NH:40][c:39]2[c:38]([O:37][CH3:36])[cH:44][c:43]([CH2:45][CH2:46][CH2:47][N:48]3[CH2:49][CH2:50][CH2:51][CH2:52][CH2:53]3)[cH:42][cH:41]2)[n:3][cH:4][cH:5][c:6](-[c:8]2[c:9](-[c:17]3[cH:18][cH:19][c:20]([O:34][CH3:35])[c:21]([C:22](=[O:23])[NH:24][c:25]4[c:26]([F:32])[cH:27][cH:28][cH:29][c:30]4[F:31])[cH:33]3)[n:10][c:11]3[n:12]2[cH:13][cH:14][cH:15][cH:16]3)[n:7]1. Reactants: Cc1c(F)nc(NN)c(F)c1OC(C)(C)C, CO, [Na+], [OH-]. As a reaction SMILES: [C:1]([CH3:2])([CH3:3])([CH3:4])[O:5][c:6]1[c:7]([CH3:16])[c:8]([F:15])[n:9][c:10]([NH:13][NH2:14])[c:11]1[F:12].[CH3:19][OH:20].[Na+:18].[OH-:17]>>[C:1]([CH3:2])([CH3:3])([CH3:4])[O:5][c:6]1[c:7]([CH3:16])[c:8]([F:15])[n:9][cH:10][c:11]1[F:12]. The product is Cc1c(F)ncc(F)c1OC(C)(C)C.